describe an organic reaction: reactants, conditions, products, and yield From a dataset of the Open Reaction Database (ORD), a public repository of structured organic reaction records. Reactants: OCC1=CN=NN1C=1C=C(C=CC1)C1=NC2=C(NC(C1)=O)C=C(C(=C2)N(C)CC(C)C)C (4-[3-(5-hydroxymethyl-[1,2,3]triazol-1-yl)-phenyl]-7-(isobutyl-methyl-amino)-8-methyl-1,3-dihydro-benzo[b][1,4]diazepin-2-one), S(=O)(Cl)Cl (thionylchloride), [Cl-] (chloride), C1(CC1)CN (cyclopropylmethylamine). Run in ClCCl (dichloromethane), CN(C)C=O (DMF). Product: C1(CC1)CNCC1=CN=NN1C=1C=C(C=CC1)C1=NC2=C(NC(C1)=O)C=C(C(=C2)N(C)CC(C)C)C (4-(3-{5-[(Cyclopropylmethyl-amino)-methyl]-[1,2,3]triazol-1-yl}-phenyl)-7-(isobutyl-methyl-amino)-8-methyl-1,3-dihydro-benzo[b][1,4]diazepin-2-one), solid. Yield: 18.0%. RXN SMILES: O[CH2:2][C:3]1[N:7]([C:8]2[CH:9]=[C:10]([C:14]3[CH2:20][C:19](=[O:21])[NH:18][C:17]4[CH:22]=[C:23]([CH3:32])[C:24]([N:26]([CH2:28][CH:29]([CH3:31])[CH3:30])[CH3:27])=[CH:25][C:16]=4[N:15]=3)[CH:11]=[CH:12][CH:13]=2)[N:6]=[N:5][CH:4]=1.S(Cl)(Cl)=O.[Cl-].[CH:38]1([CH2:41][NH2:42])[CH2:40][CH2:39]1>ClCCl.CN(C=O)C>[CH:38]1([CH2:41][NH:42][CH2:2][C:3]2[N:7]([C:8]3[CH:9]=[C:10]([C:14]4[CH2:20][C:19](=[O:21])[NH:18][C:17]5[CH:22]=[C:23]([CH3:32])[C:24]([N:26]([CH2:28][CH:29]([CH3:31])[CH3:30])[CH3:27])=[CH:25][C:16]=5[N:15]=4)[CH:11]=[CH:12][CH:13]=3)[N:6]=[N:5][CH:4]=2)[CH2:40][CH2:39]1. Procedure details: The title compound was prepared from 4-[3-(5-hydroxymethyl-[1,2,3]triazol-1-yl)-phenyl]-7-(isobutyl-methyl-amino)-8-methyl-1,3-dihydro-benzo[b][1,4]diazepin-2-one (Example 132) (250 mg, 0.58 mmol) by reaction with thionylchloride in dichloromethane and subsequent treatment of the corresponding chloride with cyclopropylmethylamine in DMF according to the method described in Example 45. Obtained as a light yellow solid (50 mg, 18%). Reactants: CO (methanol), N1=CC=CC=C1 (pyridine), N-(L-menthoxyacetyl)-2-pyrroline, N1C=CCC1 (2-pyrroline), CC1CCC(C(C1)OCC(=O)Cl)C(C)C (L-menthoxyacetyl chloride). Solvent: C1CCOC1 (THF). Conditions: temperature 100 celsius, time 24 hour. Product: N-(L-menthoxyacetyl)-2-pyrroline, N1[C@H](C(=O)O)CCC1 (L-proline), N1[C@@H](C(=O)O)CCC1 (D-proline). Reaction SMILES: [NH:1]1[CH2:5][CH2:4][CH:3]=[CH:2]1.CC1CC([O:13]C[C:15](Cl)=[O:16])C(C(C)C)CC1.[CH3:21][OH:22].[N:23]1[CH:28]=[CH:27][CH:26]=[CH:25]C=1>C1COCC1>[NH:1]1[CH2:5][CH2:4][CH2:3][C@H:2]1[C:15]([OH:16])=[O:22].[NH:23]1[CH2:25][CH2:26][CH2:27][C@@H:28]1[C:21]([OH:13])=[O:22]. Procedure: N-(L-menthoxyacetyl)-2-pyrroline is prepared by condensation of 0.1 mol of 2-pyrroline with 0.1 mol of L-menthoxyacetyl chloride. A 70 mL stainless steel high pressure reactor fitted with a Pyrex glass liner and magnetic stir bar is charged with THF (5 mL), methanol (0.5 mmol), Co2 (CO)8 (0.05 mmol), pyridine (0.25 mmol), and N-(L-menthoxyacetyl)-2-pyrroline (0.5 mmol.) The reactor is sealed, pressurized to 1000 psig with CO, and the reaction mixture is stirred for 24 hours at 100° C. The produc... The reactants are OC=1C=C(C=CC1)CC(=O)OC (Methyl 3-hydroxyphenylacetate), [H-].[Na+] (NaH), C(C)Br (ethyl bromide). Run in CN(C)C=O (DMF). Reaction conditions: time 1 hour. The product is C(C)OC=1C=C(C=CC1)CC(=O)OC (methyl 3-ethoxyphenylacetate). Yield: 61.1%. RXN SMILES: [OH:1][C:2]1[CH:3]=[C:4]([CH2:8][C:9]([O:11][CH3:12])=[O:10])[CH:5]=[CH:6][CH:7]=1.[H-].[Na+].[CH2:15](Br)[CH3:16]>CN(C=O)C>[CH2:15]([O:1][C:2]1[CH:3]=[C:4]([CH2:8][C:9]([O:11][CH3:12])=[O:10])[CH:5]=[CH:6][CH:7]=1)[CH3:16] |f:1.2|. Procedure details: Methyl 3-hydroxyphenylacetate (132.5 g, 0.80 mole) was added dropwise to a suspension of 50% NaH (43.2 g, 0.90 mole) in DMF (ie) at 0° C. under N2. The solution was stirred 1 hour at room temperature, cooled in an ice bath, and ethyl bromide (120 ml, 1.6 mole) added. The reaction mixture was stirred overnight at room temperature, filtered, and concentrated in vacuo. A solution of the residue in diethyl ether was washed with dilute NaOH solution and saturated NaCl, dried (Na2SO4) and concentrated... Reactants: CC(C)=O, CCC=CCC=CC=CC(OC)OC, CCOCC, O. Product: CCC=CCC=CC=CC=O. RXN SMILES: [CH3:16][C:17](=[O:18])[CH3:19].[CH3:1][O:2][CH:3]([CH:4]=[CH:5][CH:6]=[CH:7][CH2:8][CH:9]=[CH:10][CH2:11][CH3:12])[O:13][CH3:14].[CH3:20][CH2:21][O:22][CH2:23][CH3:24].[OH2:15]>>[O:2]=[CH:3][CH:4]=[CH:5][CH:6]=[CH:7][CH2:8][CH:9]=[CH:10][CH2:11][CH3:12]. Reactants: 5, C(O)([O-])=O.[Na+] (sodium hydrogencarbonate), Cl.NCC(=O)NC1=CC=C(C=C1)C#N (2-amino-N-(4-cyanophenyl)acetamide hydrochloride). Run in O (water). Run at time 1 hour. The product is NCC(=O)NC1=CC=C(C=C1)C#N (2-amino-N-(4-cyanophenyl)acetamide). Yield: 81.6%. Reaction SMILES: C(=O)([O-])O.[Na+].Cl.[NH2:7][CH2:8][C:9]([NH:11][C:12]1[CH:17]=[CH:16][C:15]([C:18]#[N:19])=[CH:14][CH:13]=1)=[O:10]>O>[NH2:7][CH2:8][C:9]([NH:11][C:12]1[CH:17]=[CH:16][C:15]([C:18]#[N:19])=[CH:14][CH:13]=1)=[O:10] |f:0.1,2.3|. Procedure: 45.5 ml of a solution of 4N-hydrogen chloride/ethyl acetate was added to 10 g of 2-(tert-butoxycarbonylamino)-N-(4-cyanophenyl)acetamide in a closed vessel and stirred for 18 hours. The crystals formed were removed by filtration, washed with ethyl acetate and then dried under a reduced pressure to obtain 7.7 g of 2-amino-N-(4-cyanophenyl)acetamide hydrochloride. 58.8 ml of an 5 aqueous saturated solution of sodium hydrogencarbonate and 20 ml of water were added to 3.7 g of the hydrochloride and ... The reactants are C1CCOC1, Cc1sc(C)c(P(c2ccccc2)c2ccccc2)c1-c1c(C)sc(C)c1P(c1ccccc1)c1ccccc1, COC(=Cc1ccc(OCCc2nc(-c3ccccc3)oc2C)c2ccsc12)C(=O)O, CO, [H][H], CC(N)c1ccccc1. Product: COC(Cc1ccc(OCCc2nc(-c3ccccc3)oc2C)c2ccsc12)C(=O)O. Reaction SMILES: [CH2:83]1[O:84][CH2:85][CH2:86][CH2:87]1.[CH3:1][c:2]1[s:3][c:4]([CH3:5])[c:6]([P:7]([c:8]2[cH:9][cH:10][cH:11][cH:12][cH:13]2)[c:14]2[cH:15][cH:16][cH:17][cH:18][cH:19]2)[c:20]1-[c:21]1[c:22]([P:23]([c:24]2[cH:25][cH:26][cH:27][cH:28][cH:29]2)[c:30]2[cH:31][cH:32][cH:33][cH:34][cH:35]2)[c:36]([CH3:37])[s:38][c:39]1[CH3:40].[CH3:41][O:42][C:43]([C:44](=[O:45])[OH:46])=[CH:47][c:48]1[cH:49][cH:50][c:51]([O:57][CH2:58][CH2:59][c:60]2[n:61][c:62](-[c:66]3[cH:67][cH:68][cH:69][cH:70][cH:71]3)[o:63][c:64]2[CH3:65])[c:52]2[c:53]1[s:54][cH:55][cH:56]2.[CH3:88][OH:89].[H:81][H:82].[c:72]1([CH:73]([NH2:74])[CH3:75])[cH:76][cH:77][cH:78][cH:79][cH:80]1>>[CH3:41][O:42][CH:43]([C:44](=[O:45])[OH:46])[CH2:47][c:48]1[cH:49][cH:50][c:51]([O:57][CH2:58][CH2:59][c:60]2[n:61][c:62](-[c:66]3[cH:67][cH:68][cH:69][cH:70][cH:71]3)[o:63][c:64]2[CH3:65])[c:52]2[c:53]1[s:54][cH:55][cH:56]2.